Dataset: the Open Reaction Database (ORD), a public repository of structured organic reaction records. Task: describe an organic reaction: reactants, conditions, products, and yield Starting materials: C1(=CC=CC=C1)O (phenol), OS(=O)(=O)C(F)(F)F (triflic acid), CC1=CC[C@@H](CC1)C(=C)C (d-limonene), C1C=CC2C1C3CC2C=C3 (dicyclopentadiene), C1(=CC=CC=C1)O (phenol), [OH-].[Na+] (sodium hydroxide). The solvent is CN1C(CCC1)=O (N-methyl pyrrolidone), O (water). Run at temperature 100 celsius. Yields the product C1C=CC2C1C3CC2C=C3.CC1=CC[C@@H](CC1)C(=C)C.C1(=CC=CC=C1)O (Dicyclopentadiene d-Limonene Phenol). As a reaction SMILES: [C:1]1([OH:7])[CH:6]=[CH:5][CH:4]=[CH:3][CH:2]=1.OS(C(F)(F)F)(=O)=O.[CH3:16][C:17]1[CH2:22][CH2:21][C@@H:20]([C:23]([CH3:25])=[CH2:24])[CH2:19][CH:18]=1.[CH2:26]1[CH:30]2[CH:31]3[CH:35]=[CH:34][CH:33]([CH:29]2[CH:28]=[CH:27]1)[CH2:32]3.[OH-].[Na+]>O.CN1CCCC1=O>[CH2:26]1[CH:30]2[CH:31]3[CH:35]=[CH:34][CH:33]([CH:29]2[CH:28]=[CH:27]1)[CH2:32]3.[CH3:16][C:17]1[CH2:22][CH2:21][C@@H:20]([C:23]([CH3:25])=[CH2:24])[CH2:19][CH:18]=1.[C:1]1([OH:7])[CH:6]=[CH:5][CH:4]=[CH:3][CH:2]=1 |f:4.5,8.9.10|. Procedure details: A one liter multi-neck flask to be fitted with overhead stirrer, thermometer, condenser, and addition funnel was charged with: 580 g, phenol (6.16moles containing 0.04% water); 0.48 gm triflic acid; and 1.44 g N-methyl pyrrolidone and heated under nitrogen to 100° C. A solution of 94.0 g of d-limonene (HP, 0.69 mole) and 91.2 g of dicyclopentadiene (Ultrene 99, 0.69 mole) was then added over 2 hours to the phenol plus the catalyst system which was at 100° C.±1° C. . The reaction solution was fur...